This data is from the Open Reaction Database (ORD), a public repository of structured organic reaction records. The task is: describe an organic reaction: reactants, conditions, products, and yield The reactants are [H-].[Na+] (Sodium hydride), C1(=CC=CC=C1)O (phenol), ClC1=NC(=C(C(=C1[N+](=O)[O-])NCCCO)C)C (3-[(2-chloro-5,6-dimethyl-3-nitropyridin-4-yl)amino]propan-1-ol). The solvent is O1CCCC1 (tetrahydrofuran). Conditions: time 30 minute. Product: CC1=NC(=C(C(=C1C)NCCCO)[N+](=O)[O-])OC1=CC=CC=C1 (3-[(2,3-dimethyl-5-nitro-6-phenoxypyridin-4-yl)amino]propan-1-ol). The yield is 55.9%. Reaction SMILES: [H-].[Na+].[C:3]1([OH:9])[CH:8]=[CH:7][CH:6]=[CH:5][CH:4]=1.Cl[C:11]1[C:16]([N+:17]([O-:19])=[O:18])=[C:15]([NH:20][CH2:21][CH2:22][CH2:23][OH:24])[C:14]([CH3:25])=[C:13]([CH3:26])[N:12]=1>O1CCCC1>[CH3:26][C:13]1[C:14]([CH3:25])=[C:15]([NH:20][CH2:21][CH2:22][CH2:23][OH:24])[C:16]([N+:17]([O-:19])=[O:18])=[C:11]([O:9][C:3]2[CH:8]=[CH:7][CH:6]=[CH:5][CH:4]=2)[N:12]=1 |f:0.1|. Procedure details: Sodium hydride (7.80 g of a 60% dispersion in mineral oil, 195 mmol) was added in portions to a chilled (0° C.) solution of phenol (18.36 g, 195 mmol) in tetrahydrofuran (200 mL). After the addition was completed the reaction mixture was allowed to stir at ambient temperature for 30 minutes. Solid 3-[(2-chloro-5,6-dimethyl-3-nitropyridin-4-yl)amino]propan-1-ol (16.89 g, 65.0 mmol) was added and the reaction mixture was heated at reflux for 5 days. The reaction mixture was concentrated under redu... Solvent: C(Cl)Cl (DCM), O1CCOCC1 (dioxane). Reagents/catalysts: C1=CC=C(C=C1)P(C2=CC=CC=C2)[C]3[CH][CH][CH][CH]3.C1=CC=C(C=C1)P(C2=CC=CC=C2)[C]3[CH][CH][CH][CH]3.Cl[Pd]Cl.[Fe] (Pd(DPPF)Cl2). Run at temperature 100 celsius. Isolated yield 72.5%. Starting materials: C(C)(C)(C)OC(NC1(CCC1)C1=CC=C(C=C1)C1=NC=2N(C=C1C1=CC=CC=C1)N=C(C2Br)C2=CC=CC=C2)=O ({1-[4-(3-Bromo-2,6-diphenyl-pyrazolo[1,5-a]pyrimidin-5-yl)-phenyl]-cyclobutyl}-carbamic Acid Tert-butyl Ester), C1(=CC=CC=C1)B(O)O (phenyl boronic acid), CO3. Reported procedure: A mixture of compound 9-3 (60 mg 0.1 mmol), phenyl boronic acid (19 mg, 0.15 mmol), aq.Na2 CO3 (2M, 0.25 mmol, 0.12 mL) and Pd(DPPF)Cl2 (10 mg) in dioxane (2 mL) was heated at 100° C. in microwave system under N2 atmosphere for 30 min. After cooling, the mixture was diluted with 15 mL of DCM, the combined organic phase was washed with 0.1N HClaq and brine, dried over anhydrous Na2SO4 and concentrated. The residue was purified by prep.TLC to give 43 mg of 9-5. As a reaction SMILES: [C:1]([O:5][C:6](=[O:40])[NH:7][C:8]1([C:12]2[CH:17]=[CH:16][C:15]([C:18]3[C:23]([C:24]4[CH:29]=[CH:28][CH:27]=[CH:26][CH:25]=4)=[CH:22][N:21]4[N:30]=[C:31]([C:34]5[CH:39]=[CH:38][CH:37]=[CH:36][CH:35]=5)[C:32](Br)=[C:20]4[N:19]=3)=[CH:14][CH:13]=2)[CH2:11][CH2:10][CH2:9]1)([CH3:4])([CH3:3])[CH3:2].[C:41]1(B(O)O)[CH:46]=[CH:45][CH:44]=[CH:43][CH:42]=1>O1CCOCC1.C(Cl)Cl.C1C=CC(P([C]2[CH][CH][CH][CH]2)C2C=CC=CC=2)=CC=1.C1C=CC(P([C]2[CH][CH][CH][CH]2)C2C=CC=CC=2)=CC=1.Cl[Pd]Cl.[Fe]>[C:1]([O:5][C:6](=[O:40])[NH:7][C:8]1([C:12]2[CH:17]=[CH:16][C:15]([C:18]3[C:23]([C:24]4[CH:29]=[CH:28][CH:27]=[CH:26][CH:25]=4)=[CH:22][N:21]4[N:30]=[C:31]([C:34]5[CH:39]=[CH:38][CH:37]=[CH:36][CH:35]=5)[C:32]([C:41]5[CH:46]=[CH:45][CH:44]=[CH:43][CH:42]=5)=[C:20]4[N:19]=3)=[CH:14][CH:13]=2)[CH2:11][CH2:10][CH2:9]1)([CH3:4])([CH3:3])[CH3:2] |f:4.5.6.7,^1:63,64,65,66,67,81,82,83,84,85|. Product: C(C)(C)(C)OC(NC1(CCC1)C1=CC=C(C=C1)C1=NC=2N(C=C1C1=CC=CC=C1)N=C(C2C2=CC=CC=C2)C2=CC=CC=C2)=O ({1-[4-(2,3,6-Triphenyl-pyrazolo[1,5-a]pyrimidin-5-yl)-phenyl]-cyclobutyl}-carbamic Acid Tert-butyl Ester). Starting materials: Br (hydrogen bromide), Cl.Cl.NC1=C2C=3C(=NN(C3C=C1)CCN(CC)CC)C1=C(S2)C=C(C=C1)OC (5-amino-N,N-diethyl-8-methoxy-2H-[1]benzothiopyrano[4,3,2-cd]indazole-2-ethanamine, dihydrochloride), CO (methanol), B(Br)(Br)Br (boron tribromide). Run in ClC(C)Cl (dichloroethane). Run at temperature 78 celsius. Yields the product Br.Br.NC1=C2C=3C(=NN(C3C=C1)CCN(CC)CC)C1=C(S2)C=C(C=C1)O (5-Amino-2-[2-(diethylamino)ethyl]-2H-[1]benzothiopyrano[4,3,2-cd]indazole-8-ol, dihydrobromide). The yield is 96.0%. As a reaction SMILES: Cl.Cl.[NH2:3][C:4]1[CH:12]=[CH:11][C:10]2[N:9]([CH2:13][CH2:14][N:15]([CH2:18][CH3:19])[CH2:16][CH3:17])[N:8]=[C:7]3[C:20]4[CH:26]=[CH:25][C:24]([O:27]C)=[CH:23][C:21]=4[S:22][C:5]=1[C:6]=23.B(Br)(Br)[Br:30].CO.[BrH:35]>ClC(Cl)C>[BrH:30].[BrH:35].[NH2:3][C:4]1[CH:12]=[CH:11][C:10]2[N:9]([CH2:13][CH2:14][N:15]([CH2:18][CH3:19])[CH2:16][CH3:17])[N:8]=[C:7]3[C:20]4[CH:26]=[CH:25][C:24]([OH:27])=[CH:23][C:21]=4[S:22][C:5]=1[C:6]=23 |f:0.1.2,7.8.9|. Reported procedure: A 25° C. suspension of 75 g (0:17 mol) of 5-amino-N,N-diethyl-8-methoxy-2H-[1]benzothiopyrano[4,3,2-cd]indazole-2-ethanamine, dihydrochloride (1) in 1.35 L of dichloroethane was treated dropwise with 213 g (0.85 mol) of boron tribromide. The mixture was heated at 78° C. for 16 hr, treated cautiously with 1.5 L of methanol, then heated at reflux for 6 hr. After cooling to 25° C., then chilling at -5° C. overnight, the precipitated solids were collected by filtration, washed with cold methanol, an... RXN SMILES: [C:1]([CH3:2])([CH3:3])([CH3:4])[Si:5]([O:6][CH:7]1[CH2:8][CH2:9][CH:10]([n:13]2[n:14][cH:15][c:16]([I:19])[c:17]2[CH3:18])[CH2:11][CH2:12]1)([CH3:20])[CH3:21].[CH2:22]1[O:23][CH2:24][CH2:25][CH2:26]1.[CH3:32][O:33][B:34]1[O:35][C:36]([CH3:41])([CH3:42])[C:37]([CH3:39])([CH3:40])[O:38]1.[CH:28]([Mg+:29])([CH3:30])[CH3:31].[Cl-:27].[Cl-:43].[NH4+:44]>>[C:1]([CH3:2])([CH3:3])([CH3:4])[Si:5]([O:6][CH:7]1[CH2:8][CH2:9][CH:10]([n:13]2[n:14][cH:15][c:16]([B:34]3[O:35][C:36]([CH3:41])([CH3:42])[C:37]([CH3:39])([CH3:40])[O:38]3)[c:17]2[CH3:18])[CH2:11][CH2:12]1)([CH3:20])[CH3:21]. Reactants: Cc1c(I)cnn1C1CCC(O[Si](C)(C)C(C)(C)C)CC1, C1CCOC1, COB1OC(C)(C)C(C)(C)O1, CC(C)[Mg+], [Cl-], [Cl-], [NH4+]. Yields the product Cc1c(B2OC(C)(C)C(C)(C)O2)cnn1C1CCC(O[Si](C)(C)C(C)(C)C)CC1. Reactants: C[Mg]Cl (Methyl magnesium chloride), CC(C)(C)[S@@](=O)/N=C/C=1C=NN(C1C(F)(F)F)C ((R,E)-2-methyl-N-((1-methyl-5-(trifluoromethyl)-1H-pyrazol-4-yl)methylene)propane-2-sulfinamide), Cl, C(Cl)Cl.CO.[NH4+].[OH-] (CH2Cl2 MeOH NH4OH), [Cl-].[NH4+] (Ammonium chloride), II (I2). Solvent: ClCCl (dichloromethane), O (water), CO (CH3OH). Conditions: time 8 hour. The product is CN1N=CC(=C1C(F)(F)F)[C@H](C)N[S@](=O)C(C)(C)C ((R)-N-((S)-1-(1-methyl-5-(trifluoromethyl)-1H-pyrazol-4-yl)ethyl)-2-methyl propane-2-sulfinamide). Reaction SMILES: C[Mg]Cl.[CH3:4][C:5]([S@:8](/[N:10]=[CH:11]/[C:12]1[CH:13]=[N:14][N:15]([CH3:21])[C:16]=1[C:17]([F:20])([F:19])[F:18])=[O:9])([CH3:7])[CH3:6].[Cl-].[NH4+].[CH2:24](Cl)Cl.CO.[NH4+].[OH-].II>ClCCl.O.CO>[CH3:21][N:15]1[C:16]([C:17]([F:18])([F:20])[F:19])=[C:12]([C@@H:11]([NH:10][S@@:8]([C:5]([CH3:4])([CH3:6])[CH3:7])=[O:9])[CH3:24])[CH:13]=[N:14]1 |f:2.3,4.5.6.7|. Procedure details: Methyl magnesium chloride (3M in diethyl ether, 3.56 ml, 0.0107 moles) was added dropwise to a stirred solution of (R,E)-2-methyl-N-((1-methyl-5-(trifluoromethyl)-1H-pyrazol-4-yl)methylene)propane-2-sulfinamide (1.0 g, 0.035 moles) in dichloromethane (30 ml) at −70° C. under nitrogen. The mixture was allowed to warm to RT to give a cloudy solution and the solution was stirred overnight at RT under nitrogen. Ammonium chloride solution (saturated) was added slowly dropwise to quench the reaction. ... Starting materials: C(C)(C)(C)OC(N[C@H]([C@H](O)C1=CC=C(C=C1)CC)C)=O (tert-butyl[(1S,2R)-2-(4-ethylphenyl)-2-hydroxy-1-methylethyl]carbamate), Cl (HCl). Run in O (water), C(C)#N (acetonitrile), C(C)#N (acetonitrile). Run at time 3.5 hour. The product is N[C@H]([C@H](O)C1=CC=C(C=C1)CC)C ((1R,2S)-2-Amino-1-(4-ethylphenyl)propan-1-ol). As a reaction SMILES: C(OC(=O)[NH:7][C@@H:8]([CH3:19])[C@@H:9]([C:11]1[CH:16]=[CH:15][C:14]([CH2:17][CH3:18])=[CH:13][CH:12]=1)[OH:10])(C)(C)C.Cl>C(#N)C.O>[NH2:7][C@@H:8]([CH3:19])[C@@H:9]([C:11]1[CH:16]=[CH:15][C:14]([CH2:17][CH3:18])=[CH:13][CH:12]=1)[OH:10]. Reported procedure: To a stirred solution of tert-butyl[(1S,2R)-2-(4-ethylphenyl)-2-hydroxy-1-methylethyl]carbamate (450 mg, 1.51 mmol) in acetonitrile (10 ml) was added aq. HCl (6 N, 3 ml), and stirring was continued for 3.5 h. Then the mixture was diluted with water (10 ml), and acetonitrile was removed in vacuo. The mixture was washed with dichloromethane (20 ml). The aqueous layer was then made alkaline (pH≈10) by addition of aq. NaOH (10 N), and extracted with dichloromethane (3×20 ml). The combined organic ex... Starting materials: C1(=CC=CC=C1)N=C=S (phenyl isothiocyanate), FC1=CC=C(CNC2CCCC2)C=C1 (N-4-fluorobenzyl-N-cyclopentylamine). Run in C1(=CC=CC=C1)C (toluene). Product: FC1=CC=C(CN(C(=S)NC2=CC=CC=C2)C2CCCC2)C=C1 (N-4-fluorobenzyl-N-cyclopentyl-N'-phenylthiourea). Yield: 84.0%. As a reaction SMILES: [C:1]1([N:7]=[C:8]=[S:9])[CH:6]=[CH:5][CH:4]=[CH:3][CH:2]=1.[F:10][C:11]1[CH:23]=[CH:22][C:14]([CH2:15][NH:16][CH:17]2[CH2:21][CH2:20][CH2:19][CH2:18]2)=[CH:13][CH:12]=1>C1(C)C=CC=CC=1>[F:10][C:11]1[CH:12]=[CH:13][C:14]([CH2:15][N:16]([CH:17]2[CH2:21][CH2:20][CH2:19][CH2:18]2)[C:8]([NH:7][C:1]2[CH:6]=[CH:5][CH:4]=[CH:3][CH:2]=2)=[S:9])=[CH:22][CH:23]=1. Reported procedure: 6.75 g (0.05 mol) of phenyl isothiocyanate were rapidly added dropwise to a solution of 9.65 g (0.05 mol) of N-4-fluorobenzyl-N-cyclopentylamine in 80 ml of toluene. The mixture was heated to the boil for 30 minutes, the solvent was distilled off in vacuo, and the residue was recrystallized from isopropanol. 13.8 g of N-4-fluorobenzyl-N-cyclopentyl-N'-phenylthiourea of melting point 135° C. were obtained.